Dataset: the Open Reaction Database (ORD), a public repository of structured organic reaction records. Task: describe an organic reaction: reactants, conditions, products, and yield Starting materials: CO, C[Si](C)(C)Cl, Nc1cccc(CC(=O)O)c1. Yields the product Cl, COC(=O)Cc1cccc(N)c1. Reaction SMILES: [CH3:17][OH:18].[Cl:12][Si:13]([CH3:14])([CH3:15])[CH3:16].[NH2:1][c:2]1[cH:3][c:4]([CH2:8][C:9](=[O:10])[OH:11])[cH:5][cH:6][cH:7]1>>[ClH:12].[NH2:1][c:2]1[cH:3][c:4]([CH2:8][C:9](=[O:10])[O:11][CH3:14])[cH:5][cH:6][cH:7]1.